This data is from the Open Reaction Database (ORD), a public repository of structured organic reaction records. The task is: describe an organic reaction: reactants, conditions, products, and yield Starting materials: CCOC(C)=O, CN1CCCC1=O, [I-], c1ccc2c(c1)ccc1c[n+]3c4ccc(N5CCCCC5)cc4ccc3n12. Yields the product [I-], Cc1ccc2c(ccc3c[n+]4c5ccc(N6CCCCC6)cc5ccc4n32)c1. RXN SMILES: [C:29]([O:30][CH2:31][CH3:32])(=[O:33])[CH3:34].[CH3:35][N:36]1[CH2:37][CH2:38][CH2:39][C:40]1=[O:41].[I-:1].[N:2]1([c:8]2[cH:9][c:10]3[cH:11][cH:12][c:13]4[n+:14]([c:15]3[cH:16][cH:17]2)[cH:18][c:19]2[n:20]4[c:21]3[cH:22][cH:23][cH:24][cH:25][c:26]3[cH:27][cH:28]2)[CH2:3][CH2:4][CH2:5][CH2:6][CH2:7]1>>[I-:1].[N:2]1([c:8]2[cH:9][c:10]3[cH:11][cH:12][c:13]4[n+:14]([c:15]3[cH:16][cH:17]2)[cH:18][c:19]2[n:20]4[c:21]3[cH:22][cH:23][c:24]([CH3:29])[cH:25][c:26]3[cH:27][cH:28]2)[CH2:3][CH2:4][CH2:5][CH2:6][CH2:7]1. Reactants: COC(=O)c1cc([N+](=O)[O-])cc(C(C)(C)C)c1OC, CO, [Cl-], [Fe], [NH4+], O. Product: COC(=O)c1cc(N)cc(C(C)(C)C)c1OC. RXN SMILES: [C:1]([CH3:2])([CH3:3])([CH3:4])[c:5]1[c:6]([O:18][CH3:19])[c:7]([C:8](=[O:9])[O:10][CH3:11])[cH:12][c:13]([N+:15]([O-:16])=[O:17])[cH:14]1.[CH3:24][OH:25].[Cl-:20].[Fe:23].[NH4+:21].[OH2:22]>>[C:1]([CH3:2])([CH3:3])([CH3:4])[c:5]1[c:6]([O:18][CH3:19])[c:7]([C:8](=[O:9])[O:10][CH3:11])[cH:12][c:13]([NH2:15])[cH:14]1. As a reaction SMILES: [Br:18][Mg:19][c:20]1[cH:21][cH:22][cH:23][cH:24][cH:25]1.[CH:2]1([Mg+:8])[CH2:3][CH2:4][CH2:5][CH2:6][CH2:7]1.[Cl-:1].[ClH:26].[NH4+:27].[OH-:28].[OH2:29].[c:9]1([P:15]([Cl:16])[Cl:17])[cH:10][cH:11][cH:12][cH:13][cH:14]1>>[CH:2]1([P:15]([c:9]2[cH:10][cH:11][cH:12][cH:13][cH:14]2)[c:20]2[cH:21][cH:22][cH:23][cH:24][cH:25]2)[CH2:3][CH2:4][CH2:5][CH2:6][CH2:7]1. Reactants: Br[Mg]c1ccccc1, [Mg+]C1CCCCC1, [Cl-], Cl, [NH4+], [OH-], O, ClP(Cl)c1ccccc1. The product is c1ccc(P(c2ccccc2)C2CCCCC2)cc1. Reactants: CCN1CCN(c2nc(Br)cc3ccccc23)CC1, CCCC[Sn](CCCC)(CCCC)c1ccc(C(C)(C)CCOC(C)=O)cc1, CCOC(C)=O, Cc1ccccc1C. The product is CCN1CCN(c2nc(-c3ccc(C(C)(C)CCOC(C)=O)cc3)cc3ccccc23)CC1. RXN SMILES: [Br:29][c:30]1[n:31][c:32]([N:40]2[CH2:41][CH2:42][N:43]([CH2:46][CH3:47])[CH2:44][CH2:45]2)[c:33]2[cH:34][cH:35][cH:36][cH:37][c:38]2[cH:39]1.[C:1]([CH3:2])(=[O:3])[O:4][CH2:5][CH2:6][C:7]([CH3:8])([c:9]1[cH:10][cH:11][c:12]([Sn:15]([CH2:16][CH2:17][CH2:18][CH3:19])([CH2:20][CH2:21][CH2:22][CH3:23])[CH2:24][CH2:25][CH2:26][CH3:27])[cH:13][cH:14]1)[CH3:28].[CH3:56][CH2:57][O:58][C:59](=[O:60])[CH3:61].[c:48]1([CH3:49])[c:50]([CH3:51])[cH:52][cH:53][cH:54][cH:55]1>>[C:1]([CH3:2])(=[O:3])[O:4][CH2:5][CH2:6][C:7]([CH3:8])([c:9]1[cH:10][cH:11][c:12](-[c:30]2[n:31][c:32]([N:40]3[CH2:41][CH2:42][N:43]([CH2:46][CH3:47])[CH2:44][CH2:45]3)[c:33]3[cH:34][cH:35][cH:36][cH:37][c:38]3[cH:39]2)[cH:13][cH:14]1)[CH3:28]. The reactants are O=C([O-])[O-], Cc1ccccc1, [Cs+], [Cs+], COCC(=O)NC(Cc1cccc(F)c1)C(O)CNC1CC2(CCC2)Oc2c1cc(CC(C)(C)C)nc2Cl, CC(=O)[O-], CC(=O)[O-], OCC(F)(F)F, [Pd+2]. Product: COCC(=O)NC(Cc1cccc(F)c1)C(O)CNC1CC2(CCC2)Oc2c1cc(CC(C)(C)C)nc2OCC(F)(F)F. Reaction SMILES: [C:39](=[O:40])([O-:41])[O-:42].[CH3:60][c:61]1[cH:62][cH:63][cH:64][cH:65][cH:66]1.[Cs+:43].[Cs+:44].[F:1][c:2]1[cH:3][c:4]([CH2:8][CH:9]([CH:10]([CH2:11][NH:12][CH:13]2[CH2:14][C:15]3([CH2:16][CH2:17][CH2:18]3)[O:19][c:20]3[c:21]([Cl:31])[n:22][c:23]([CH2:26][C:27]([CH3:28])([CH3:29])[CH3:30])[cH:24][c:25]32)[OH:32])[NH:33][C:34]([CH2:35][O:36][CH3:37])=[O:38])[cH:5][cH:6][cH:7]1.[O-:52][C:53]([CH3:54])=[O:55].[O-:56][C:57]([CH3:58])=[O:59].[OH:45][CH2:46][C:47]([F:48])([F:49])[F:50].[Pd+2:51]>>[F:1][c:2]1[cH:3][c:4]([CH2:8][CH:9]([CH:10]([CH2:11][NH:12][CH:13]2[CH2:14][C:15]3([CH2:16][CH2:17][CH2:18]3)[O:19][c:20]3[c:21]([O:45][CH2:46][C:47]([F:48])([F:49])[F:50])[n:22][c:23]([CH2:26][C:27]([CH3:28])([CH3:29])[CH3:30])[cH:24][c:25]32)[OH:32])[NH:33][C:34]([CH2:35][O:36][CH3:37])=[O:38])[cH:5][cH:6][cH:7]1. The reactants are C(#N)C=1C=C(C=2C(=CN(C2C1)C(C)C)C)C(=O)NCC=1C(NC(=CC1C)C)=O (6-cyano-N-((4,6-dimethyl-2-oxo-1,2-dihydropyridin-3-yl)methyl)-1-isopropyl-3-methyl-1H-indole-4-carboxamide), C(CN)N (ethylenediamine). Reagents/catalysts: P12(=S)SP3(=S)SP(=S)(S1)SP(=S)(S2)S3 (phosphorus pentasulfide). Conditions: temperature 120 celsius. Yields the product N1C(=NCC1)C=1C=C(C=2C(=CN(C2C1)C(C)C)C)C(=O)NCC=1C(NC(=CC1C)C)=O (6-(4,5-Dihydro-1H-imidazol-2-yl)-N-((4,6-dimethyl-2-oxo-1,2-dihydropyridin-3-yl)methyl)-1-isopropyl-3-methyl-1H-indole-4-carboxamide). The yield is 86.7%. Reaction SMILES: [C:1]([C:3]1[CH:4]=[C:5]([C:16]([NH:18][CH2:19][C:20]2[C:21](=[O:28])[NH:22][C:23]([CH3:27])=[CH:24][C:25]=2[CH3:26])=[O:17])[C:6]2[C:7]([CH3:15])=[CH:8][N:9]([CH:12]([CH3:14])[CH3:13])[C:10]=2[CH:11]=1)#[N:2].[CH2:29](N)[CH2:30][NH2:31]>P12(SP3(SP(SP(S3)(S1)=S)(=S)S2)=S)=S>[NH:2]1[CH2:29][CH2:30][N:31]=[C:1]1[C:3]1[CH:4]=[C:5]([C:16]([NH:18][CH2:19][C:20]2[C:21](=[O:28])[NH:22][C:23]([CH3:27])=[CH:24][C:25]=2[CH3:26])=[O:17])[C:6]2[C:7]([CH3:15])=[CH:8][N:9]([CH:12]([CH3:14])[CH3:13])[C:10]=2[CH:11]=1. Procedure details: To a 10-mL microwave tube were added 6-cyano-N-((4,6-dimethyl-2-oxo-1,2-dihydropyridin-3-yl)methyl)-1-isopropyl-3-methyl-1H-indole-4-carboxamide (33 mg, 0.088 mmol), ethylenediamine (1 mL, 14.81 mmol), and phosphorus pentasulfide (0.585 mg, 2.63 μmol), and the mixture was degassed for 5 min. The tube was sealed and the mixture was heated at 120° C. in a microwave. The mixture was concentrated and the residue was purified using reverse-phase HPLC under acidic conditions to give 32 mg of product a...